From a dataset of the Open Reaction Database (ORD), a public repository of structured organic reaction records. describe an organic reaction: reactants, conditions, products, and yield Run in C(C)(=O)OCC (ethyl acetate). Reported procedure: Add diisobutylaluminum hydride (1.4 mL, 1.37 mmol, 1.0 M in toluene) to a solution of (R)-5-[(1S,2S)-1-benzyloxy-2-dibenzylamino-3-(3,5-difluorophenyl)-propyl]-2-oxomorpholine-4-carboxylic acid tert-butyl ester (0.75 g, 1.1 mmol) in of dry toluene (15 mL) at −78° C. under nitrogen and stir at this temperature for 2 hours (Monitor by TLC). Add methanol to quench the reaction (1.0 mL), then saturated aqueous potassium sodium tartrate (Rochelle salt) and ethyl acetate. Warm to room temperature and ... The reactants are [H-].C(C(C)C)[Al+]CC(C)C (diisobutylaluminum hydride), C(C)(C)(C)OC(=O)N1CC(OC[C@@H]1[C@H]([C@H](CC1=CC(=CC(=C1)F)F)N(CC1=CC=CC=C1)CC1=CC=CC=C1)OCC1=CC=CC=C1)=O ((R)-5-[(1S,2S)-1-benzyloxy-2-dibenzylamino-3-(3,5-difluorophenyl)-propyl]-2-oxomorpholine-4-carboxylic acid tert-butyl ester), C1(=CC=CC=C1)C (toluene), C(=O)([O-])C(O)C(O)C(=O)[O-].[Na+].[K+] (potassium sodium tartrate). As a reaction SMILES: [H-].C([Al+]CC(C)C)C(C)C.[C:11]([O:15][C:16]([N:18]1[C@@H:23]([C@@H:24]([O:50][CH2:51][C:52]2[CH:57]=[CH:56][CH:55]=[CH:54][CH:53]=2)[C@@H:25]([N:35]([CH2:43][C:44]2[CH:49]=[CH:48][CH:47]=[CH:46][CH:45]=2)[CH2:36][C:37]2[CH:42]=[CH:41][CH:40]=[CH:39][CH:38]=2)[CH2:26][C:27]2[CH:32]=[C:31]([F:33])[CH:30]=[C:29]([F:34])[CH:28]=2)[CH2:22][O:21][C:20](=[O:58])[CH2:19]1)=[O:17])([CH3:14])([CH3:13])[CH3:12].C1(C)C=CC=CC=1.C(C(C(C([O-])=O)O)O)([O-])=O.[Na+].[K+]>C(OCC)(=O)C>[C:11]([O:15][C:16]([N:18]1[CH:23]([C@@H:24]([O:50][CH2:51][C:52]2[CH:57]=[CH:56][CH:55]=[CH:54][CH:53]=2)[C@@H:25]([N:35]([CH2:36][C:37]2[CH:38]=[CH:39][CH:40]=[CH:41][CH:42]=2)[CH2:43][C:44]2[CH:45]=[CH:46][CH:47]=[CH:48][CH:49]=2)[CH2:26][C:27]2[CH:32]=[C:31]([F:33])[CH:30]=[C:29]([F:34])[CH:28]=2)[CH2:22][O:21][C@@H:20]([OH:58])[CH2:19]1)=[O:17])([CH3:14])([CH3:12])[CH3:13] |f:0.1,4.5.6|. Product: C(C)(C)(C)OC(=O)N1C[C@@H](OCC1[C@H]([C@H](CC1=CC(=CC(=C1)F)F)N(CC1=CC=CC=C1)CC1=CC=CC=C1)OCC1=CC=CC=C1)O ((R)-5-[(1S,2S)-1-benzyloxy-2-dibenzylamino-3-(3,5-difluorophenyl)-propyl]-2-hydroxymorpholine-4-carboxylic acid tert-butyl ester). Conditions: time 2 hour.